From a dataset of the Open Reaction Database (ORD), a public repository of structured organic reaction records. describe an organic reaction: reactants, conditions, products, and yield The reactants are COC1=CC=C(C=C1)[C@@H]1SC2=C(NC([C@@H]1O)=O)C=CC=C2 (cis-2-(4-methoxyphenyl)-2,3-dihydro-3-hydroxy-1,5-benzothiazepin-4(5H)-one), S(=O)(Cl)Cl (thionyl chloride), CCCCCC (hexane). The solvent is CCOCC (ether). Product: COC1=CC=C(C=C1)C=1SC2=C(NC(C1Cl)=O)C=CC=C2 (2-(4-methoxyphenyl)-3-chloro-1,5-benzothiazepin-4(5H)-one). Isolated yield 64.8%. RXN SMILES: [CH3:1][O:2][C:3]1[CH:8]=[CH:7][C:6]([C@H:9]2[C@@H:15](O)[C:14](=[O:17])[NH:13][C:12]3[CH:18]=[CH:19][CH:20]=[CH:21][C:11]=3[S:10]2)=[CH:5][CH:4]=1.S(Cl)([Cl:24])=O.CCCCCC>CCOCC>[CH3:1][O:2][C:3]1[CH:8]=[CH:7][C:6]([C:9]2[S:10][C:11]3[CH:21]=[CH:20][CH:19]=[CH:18][C:12]=3[NH:13][C:14](=[O:17])[C:15]=2[Cl:24])=[CH:5][CH:4]=1. Reported procedure: Under a nitrogen blanket, a 2.0 g sample of dl-cis-2-(4-methoxyphenyl)-2,3-dihydro-3-hydroxy-1,5-benzothiazepin-4(5H)-one (6.8 mmol) was refluxed neat with 20 mL of thionyl chloride (27.6 mmol) for approximately 2 hours. Then, 50 mL of hexane and about 20 mL of ether were added, and solid product was filtered off. The solid was dried under vacuum to obtain 1.4 g of 2-(4-methoxyphenyl)-3-chloro-1,5-benzothiazepin-4(5H)-one (66 percent yield of theory).